From a dataset of the Open Reaction Database (ORD), a public repository of structured organic reaction records. describe an organic reaction: reactants, conditions, products, and yield The reactants are C1(CC1)C=1N=C2N(C=CN=C2C)C1C(C1=CC2=C(/C(/C3=C(OC2)C=C(C=C3)F)=C(\C#N)/C)C=C1)O ((E)-2-{8-[(2-cyclopropyl-8-methylimidazo[1,2-a]pyrazin-3-yl)(hydroxy)methyl]-3-fluorodibenzo[b,e]oxepin-11(6H)-ylidene}propanenitrile), FC(C(=O)O)(F)F (trifluoroacetic acid), C(C)[SiH](CC)CC (triethylsilane). Reaction conditions: temperature 60 celsius. Product: C1(CC1)C=1N=C2N(C=CN=C2C)C1CC1=CC2=C(/C(/C3=C(OC2)C=C(C=C3)F)=C(\C#N)/C)C=C1 ((E)-2-{8-[(2-cyclopropyl-8-methylimidazo[1,2-a]pyrazin-3-yl)methyl]-3-fluorodibenzo[b,e]oxepin-11(6H)-ylidene}propanenitrile). Isolated yield 72.0%. Reaction SMILES: [CH:1]1([C:4]2[N:5]=[C:6]3[C:11]([CH3:12])=[N:10][CH:9]=[CH:8][N:7]3[C:13]=2[CH:14](O)[C:15]2[CH:34]=[CH:33][C:18]3/[C:19](=[C:29](/[CH3:32])\[C:30]#[N:31])/[C:20]4[CH:27]=[CH:26][C:25]([F:28])=[CH:24][C:21]=4[O:22][CH2:23][C:17]=3[CH:16]=2)[CH2:3][CH2:2]1.FC(F)(F)C(O)=O.C([SiH](CC)CC)C>>[CH:1]1([C:4]2[N:5]=[C:6]3[C:11]([CH3:12])=[N:10][CH:9]=[CH:8][N:7]3[C:13]=2[CH2:14][C:15]2[CH:34]=[CH:33][C:18]3/[C:19](=[C:29](/[CH3:32])\[C:30]#[N:31])/[C:20]4[CH:27]=[CH:26][C:25]([F:28])=[CH:24][C:21]=4[O:22][CH2:23][C:17]=3[CH:16]=2)[CH2:3][CH2:2]1. Procedure: [step 4] (E)-2-{8-[(2-cyclopropyl-8-methylimidazo[1,2-a]pyrazin-3-yl)(hydroxy)methyl]-3-fluorodibenzo[b,e]oxepin-11(6H)-ylidene}propanenitrile (18 g, 39 mmol) obtained in step 3 was dissolved in trifluoroacetic acid (181 mL, 2.3 mol), triethylsilane (31 mL, 0.19 mol) was added, and the mixture was stirred with heating at 60° C. for 1 hr. The mixture was concentrated under reduced pressure, saturated aqueous sodium hydrogen carbonate solution (100 mL) was added to the obtained residue, and the mi... The reactants are CI (methyl iodide), C(CCC=CC)OC=1C(=NSN1)C=1C=NC=CC1 (3-(4-(4-hexenyloxy)-1, 2,5-thiadiazol-3-yl)pyridine). Solvent: CC(=O)C (acetone). Reaction conditions: time 18 hour. The product is [I-].C(CCC=CC)OC=1C(=NSN1)C=1C=[N+](C=CC1)C (3-(4-(4-hexenyloxy)-1,2,5-thiadiazol-3-yl)-1-methylpyridinium iodide). RXN SMILES: [CH3:1][I:2].[CH2:3]([O:9][C:10]1[C:11]([C:15]2[CH:16]=[N:17][CH:18]=[CH:19][CH:20]=2)=[N:12][S:13][N:14]=1)[CH2:4][CH2:5][CH:6]=[CH:7][CH3:8]>CC(C)=O>[I-:2].[CH2:3]([O:9][C:10]1[C:11]([C:15]2[CH:16]=[N+:17]([CH3:1])[CH:18]=[CH:19][CH:20]=2)=[N:12][S:13][N:14]=1)[CH2:4][CH2:5][CH:6]=[CH:7][CH3:8] |f:3.4|. Reported procedure: A mixture of methyl iodide (1 ml, 15 mmol) and 3-(4-(4-hexenyloxy)-1, 2,5-thiadiazol-3-yl)pyridine (3 mmol) in acetone (5 ml) was stirred at room temperature for 18 h. The title compound precipitated from the solution and was collected by filtration to yield 0.54 g (45%). Reactants: C1(CC1)C1=CC(=NN1)NC1=CC=C(C(=N1)N[C@@H](C)C1=CC=C(C=C1)F)N ((S)—N6-(5-cyclopropyl-1H-pyrazol-3-yl)-N2-(1-(4-fluorophenyl)ethyl)pyridine-2,3,6-triamine), Cl.C(C)(=N)N (acetamidine hydrochloride), C(=O)(O)[O-].[Na+] (NaHCO3), CCOC(=O)C (EtOAc). Solvent: CCO (EtOH). Conditions: temperature 25 celsius. Product: C1(CC1)C1=CC(=NN1)NC1=CC=C2C(=N1)N(C(=N2)C)[C@@H](C)C2=CC=C(C=C2)F ((S)—N-(5-Cyclopropyl-1H-pyrazol-3-yl)-3-(1-(4-fluorophenyl)ethyl)-2-methyl-3H imidazo[4,5-b]pyridin-5-amine). Yield: 43.0%. As a reaction SMILES: [CH:1]1([C:4]2[NH:8][N:7]=[C:6]([NH:9][C:10]3[N:15]=[C:14]([NH:16][C@H:17]([C:19]4[CH:24]=[CH:23][C:22]([F:25])=[CH:21][CH:20]=4)[CH3:18])[C:13]([NH2:26])=[CH:12][CH:11]=3)[CH:5]=2)[CH2:3][CH2:2]1.Cl.[C:28](N)(=N)[CH3:29].C([O-])(O)=O.[Na+].CCOC(C)=O>CCO>[CH:1]1([C:4]2[NH:8][N:7]=[C:6]([NH:9][C:10]3[N:15]=[C:14]4[N:16]([C@H:17]([C:19]5[CH:20]=[CH:21][C:22]([F:25])=[CH:23][CH:24]=5)[CH3:18])[C:28]([CH3:29])=[N:26][C:13]4=[CH:12][CH:11]=3)[CH:5]=2)[CH2:3][CH2:2]1 |f:1.2,3.4|. Reported procedure: A mixture of crude (S)—N6-(5-cyclopropyl-1H-pyrazol-3-yl)-N2-(1-(4-fluorophenyl)ethyl)pyridine-2,3,6-triamine (Method 9; 0.120 g, 0.34 mmol) and acetamidine hydrochloride (0.052 g, 0.55 mmol) in EtOH (5 ml) was heated at reflux overnight. After cooling to 25° C., saturated NaHCO3 solution (10 ml) and EtOAc (30 ml) were added to the reaction mixture. The organic layer was separated, washed with brine (10 ml), dried over Na2SO4, concentrated, and purified by chromatography (EtOAc:MeOH=100:1) to gi...